The task is: describe an organic reaction: reactants, conditions, products, and yield. This data is from the Open Reaction Database (ORD), a public repository of structured organic reaction records. Reactants: COC(CC1(CCOCC1)C1=CC=C(C=C1)NC(CC1=CC2=C(N=C(O2)NC2=C(C=CC=C2)C)C(=C1)C)=O)=O ((4-(4-{2-[4-methyl-2-o-tolylamino-benzoxazol-6-yl]-acetylamino}-phenyl)-tetrahydro-pyran-4-yl)-acetic acid methyl ester), [OH-].[Na+] (sodium hydroxide). The solvent is C(C)O (ethanol). The product is CC1=CC(=CC2=C1N=C(O2)NC2=C(C=CC=C2)C)CC(=O)NC2=CC=C(C=C2)C2(CCOCC2)CC(=O)O ((4-(4-{2-[4-Methyl-2-o-tolylamino-benzoxazol-6-yl]-acetylamino}-phenyl)-tetrahydro-pyran-4-yl)-acetic acid). Yield: 30.0%. As a reaction SMILES: C[O:2][C:3](=[O:39])[CH2:4][C:5]1([C:11]2[CH:16]=[CH:15][C:14]([NH:17][C:18](=[O:38])[CH2:19][C:20]3[CH:36]=[C:35]([CH3:37])[C:23]4[N:24]=[C:25]([NH:27][C:28]5[CH:33]=[CH:32][CH:31]=[CH:30][C:29]=5[CH3:34])[O:26][C:22]=4[CH:21]=3)=[CH:13][CH:12]=2)[CH2:10][CH2:9][O:8][CH2:7][CH2:6]1.[OH-].[Na+]>C(O)C>[CH3:37][C:35]1[C:23]2[N:24]=[C:25]([NH:27][C:28]3[CH:33]=[CH:32][CH:31]=[CH:30][C:29]=3[CH3:34])[O:26][C:22]=2[CH:21]=[C:20]([CH2:19][C:18]([NH:17][C:14]2[CH:15]=[CH:16][C:11]([C:5]3([CH2:4][C:3]([OH:39])=[O:2])[CH2:10][CH2:9][O:8][CH2:7][CH2:6]3)=[CH:12][CH:13]=2)=[O:38])[CH:36]=1 |f:1.2|. Procedure: A solution of (4-(4-{2-[4-methyl-2-o-tolylamino-benzoxazol-6-yl]-acetylamino}-phenyl)-tetrahydro-pyran-4-yl)-acetic acid methyl ester [0.178 g, Reference Example 17(a)] in degassed ethanol (30 mL) was treated with sodium hydroxide solution (1 mL, 1N) and the mixture was stirred under nitrogen and at reflux temperature for 6 hours. The resulting red solution was evaporated and the residue was subjected to preparative HPLC on a Hypersil Elite C18 column eluting initially with a mixture of acetonit...